This data is from the Open Reaction Database (ORD), a public repository of structured organic reaction records. The task is: describe an organic reaction: reactants, conditions, products, and yield Starting materials: BrCCCCCCBr, [Na+], [OH-], O, OCCCCCCc1cncnc1. Yields the product BrCCCCCCOCCCCCCc1cncnc1. RXN SMILES: [Br:16][CH2:17][CH2:18][CH2:19][CH2:20][CH2:21][CH2:22][Br:23].[Na+:15].[OH-:14].[OH2:24].[n:1]1[cH:2][n:3][cH:4][c:5]([CH2:7][CH2:8][CH2:9][CH2:10][CH2:11][CH2:12][OH:13])[cH:6]1>>[n:1]1[cH:2][n:3][cH:4][c:5]([CH2:7][CH2:8][CH2:9][CH2:10][CH2:11][CH2:12][O:13][CH2:22][CH2:21][CH2:20][CH2:19][CH2:18][CH2:17][Br:16])[cH:6]1.